Dataset: the Open Reaction Database (ORD), a public repository of structured organic reaction records. Task: describe an organic reaction: reactants, conditions, products, and yield Reactants: CO (MeOH), [Na] (sodium), COC(COC1=C2C(=C(N(C2=CC=C1)CC1=CC(=CC=C1)Cl)CC)C(C(=O)N)=O)=O ([[3-(2-amino-1,2-dioxoethyl)1-[(3-chlorophenyl)methyl]-2-ethyl-1H-indol-4-yl]oxy]acetic acid methyl ester). Run in [OH-].[Na+] (NaOH). The product is NC(C(=O)C1=C(N(C2=CC=CC(=C12)OCC(=O)O)CC1=CC(=CC=C1)Cl)CC)=O ([[3-(2-amino-1,2-dioxoethyl)1-[(3-chlorophenyl)methyl]-2-ethyl-1H-indol -4-yl]oxy]acetic acid). The yield is 64.6%. RXN SMILES: C[O:2][C:3](=[O:30])[CH2:4][O:5][C:6]1[CH:14]=[CH:13][CH:12]=[C:11]2[C:7]=1[C:8]([C:25](=[O:29])[C:26]([NH2:28])=[O:27])=[C:9]([CH2:23][CH3:24])[N:10]2[CH2:15][C:16]1[CH:21]=[CH:20][CH:19]=[C:18]([Cl:22])[CH:17]=1.CO.[Na]>[OH-].[Na+]>[NH2:28][C:26](=[O:27])[C:25]([C:8]1[C:7]2[C:11](=[CH:12][CH:13]=[CH:14][C:6]=2[O:5][CH2:4][C:3]([OH:30])=[O:2])[N:10]([CH2:15][C:16]2[CH:21]=[CH:20][CH:19]=[C:18]([Cl:22])[CH:17]=2)[C:9]=1[CH2:23][CH3:24])=[O:29] |f:3.4,^1:32|. Procedure: Using the procedure described in Example 2, Part E, 418 mg (1 mmol) of [[3-(2-amino-1,2-dioxoethyl)1-[(3-chlorophenyl)methyl]-2-ethyl-1H-indol-4-yl]oxy]acetic acid methyl ester was hydrolyzed in 5 mL of 1N NaOH and 15 mL of MeOH to give 268 mg (61% yield) of [[3-(2-amino-1,2-dioxoethyl)1-[(3-chlorophenyl)methyl]-2-ethyl-1H-indol -4-yl]oxy]acetic acid, sodium salt, mp, >265° C. Starting materials: Fc1ccc(-c2noc(-c3cc(F)cc(-c4nnn[nH]4)c3)n2)nc1, C=[N+]=[N-], C1CCOC1. The product is Cn1nnnc1-c1cc(F)cc(-c2nc(-c3ccc(F)cn3)no2)c1. RXN SMILES: [F:1][c:2]1[cH:3][cH:4][c:5](-[c:8]2[n:9][o:10][c:11](-[c:13]3[cH:14][c:15]([F:24])[cH:16][c:17](-[c:19]4[n:20][n:21][n:22][nH:23]4)[cH:18]3)[n:12]2)[n:6][cH:7]1.[N+:25](=[N-:26])=[CH2:27].[O:28]1[CH2:29][CH2:30][CH2:31][CH2:32]1>>[F:1][c:2]1[cH:3][cH:4][c:5](-[c:8]2[n:9][o:10][c:11](-[c:13]3[cH:14][c:15]([F:24])[cH:16][c:17](-[c:19]4[n:20][n:21][n:22][n:23]4[CH3:27])[cH:18]3)[n:12]2)[n:6][cH:7]1. Reactants: OB(O)c1ccc(-c2ccccc2)c(F)c1, COC(=S)c1cc(N)c(C)s1. Yields the product COC(=S)c1cc(Nc2ccc(-c3ccccc3)c(F)c2)c(C)s1. As a reaction SMILES: [F:12][c:13]1[cH:14][c:15]([B:25]([OH:26])[OH:27])[cH:16][cH:17][c:18]1-[c:19]1[cH:20][cH:21][cH:22][cH:23][cH:24]1.[NH2:1][c:2]1[cH:3][c:4]([C:8](=[S:9])[O:10][CH3:11])[s:5][c:6]1[CH3:7]>>[NH:1]([c:2]1[cH:3][c:4]([C:8](=[S:9])[O:10][CH3:11])[s:5][c:6]1[CH3:7])[c:15]1[cH:14][c:13]([F:12])[c:18](-[c:19]2[cH:20][cH:21][cH:22][cH:23][cH:24]2)[cH:17][cH:16]1. The reactants are Cc1cc(Br)cc(Cl)c1C(=O)O, CCOC(C)=O, CCOCC, C=[N+]=[N-]. The product is COC(=O)c1c(C)cc(Br)cc1Cl. Reaction SMILES: [Br:1][c:2]1[cH:3][c:4]([Cl:12])[c:5]([C:6](=[O:7])[OH:8])[c:9]([CH3:11])[cH:10]1.[CH3:16][CH2:17][O:18][C:19](=[O:20])[CH3:21].[CH3:22][CH2:23][O:24][CH2:25][CH3:26].[N+:13](=[N-:14])=[CH2:15]>>[Br:1][c:2]1[cH:3][c:4]([Cl:12])[c:5]([C:6]([O:7][CH3:15])=[O:8])[c:9]([CH3:11])[cH:10]1. Reactants: CC1=CC(=C(C=C1)OS(=O)(=O)C(F)(F)F)[N+](=O)[O-] (Trifluoro-methanesulfonic acid 4-methyl-2-nitro-phenyl ester), NC=1C=C(C=CC1)S (3-Amino-benzenethiol), C(=O)([O-])[O-].[K+].[K+] (K2CO3). The solvent is O (water), CN(C)C=O (DMF). Reaction conditions: temperature 10 celsius. Product: CC1=CC(=C(C=C1)SC=1C=C(C=CC1)N)[N+](=O)[O-] (3-(4-Methyl-2-nitro-phenylsulfanyl)-phenylamine). As a reaction SMILES: [CH3:1][C:2]1[CH:7]=[CH:6][C:5](OS(C(F)(F)F)(=O)=O)=[C:4]([N+:16]([O-:18])=[O:17])[CH:3]=1.[NH2:19][C:20]1[CH:21]=[C:22]([SH:26])[CH:23]=[CH:24][CH:25]=1.C([O-])([O-])=O.[K+].[K+]>CN(C=O)C.O>[CH3:1][C:2]1[CH:7]=[CH:6][C:5]([S:26][C:22]2[CH:21]=[C:20]([NH2:19])[CH:25]=[CH:24][CH:23]=2)=[C:4]([N+:16]([O-:18])=[O:17])[CH:3]=1 |f:2.3.4|. Reported procedure: The product from Example 4a (1.00 g, 3.51 mmol) and 3-Amino-benzenethiol (658 mg, 5.26 mmol) were dissolved in DMF to which was added K2CO3 (848 mg, 6.14 mmol). The reaction mixture was then heated to 10° C. for 16 hrs. Reaction mixture was then cooled to room temperature, diluted with water and extracted with ethyl acetate providing the title compound (650 mg, 71%).